This data is from the Open Reaction Database (ORD), a public repository of structured organic reaction records. The task is: describe an organic reaction: reactants, conditions, products, and yield The reactants are C(CCC)[Sn](C1=NC=CC=N1)(CCCC)CCCC (2-tributylstannylpyrimidine), BrC1=CC(=C(C=C1)C1=NC=2C(=NC=C(C2)C(F)(F)F)N1C)S(=O)(=O)CC (2-(4-bromo-2-ethylsulfonylphenyl)-3-methyl-6-trifluoromethyl-3H-imidazo[4,5-b]pyridine), C(CCC)[Sn](C1=NC=CC=N1)(CCCC)CCCC (2-tributylstannylpyrimidine), C1(=CC=CC=C1)C (toluene). The reagents and catalysts are C=1C=CC(=CC1)[P](C=2C=CC=CC2)(C=3C=CC=CC3)[Pd]([P](C=4C=CC=CC4)(C=5C=CC=CC5)C=6C=CC=CC6)([P](C=7C=CC=CC7)(C=8C=CC=CC8)C=9C=CC=CC9)[P](C=1C=CC=CC1)(C=1C=CC=CC1)C=1C=CC=CC1 (tetrakis(triphenylphosphine)palladium), C=1C=CC(=CC1)[P](C=2C=CC=CC2)(C=3C=CC=CC3)[Pd]([P](C=4C=CC=CC4)(C=5C=CC=CC5)C=6C=CC=CC6)([P](C=7C=CC=CC7)(C=8C=CC=CC8)C=9C=CC=CC9)[P](C=1C=CC=CC1)(C=1C=CC=CC1)C=1C=CC=CC1 (tetrakis(triphenylphosphine)palladium). Run in O (water). Product: C(C)S(=O)(=O)C1=C(C=CC(=C1)C1=NC=CC=N1)C1=NC=2C(=NC=C(C2)C(F)(F)F)N1C (2-[2-ethylsulfonyl-4-(pyrimidine-2-yl)-phenyl)-3-methyl-6-trifluoromethyl-3H-imidazo[4,5-b]pyridine). Isolated yield 100.2%. As a reaction SMILES: Br[C:2]1[CH:7]=[CH:6][C:5]([C:8]2[N:20]([CH3:21])[C:11]3=[N:12][CH:13]=[C:14]([C:16]([F:19])([F:18])[F:17])[CH:15]=[C:10]3[N:9]=2)=[C:4]([S:22]([CH2:25][CH3:26])(=[O:24])=[O:23])[CH:3]=1.C([Sn](CCCC)(CCCC)[C:32]1[N:37]=[CH:36][CH:35]=[CH:34][N:33]=1)CCC.C1(C)C=CC=CC=1>C1C=CC([P]([Pd]([P](C2C=CC=CC=2)(C2C=CC=CC=2)C2C=CC=CC=2)([P](C2C=CC=CC=2)(C2C=CC=CC=2)C2C=CC=CC=2)[P](C2C=CC=CC=2)(C2C=CC=CC=2)C2C=CC=CC=2)(C2C=CC=CC=2)C2C=CC=CC=2)=CC=1.O>[CH2:25]([S:22]([C:4]1[CH:3]=[C:2]([C:32]2[N:37]=[CH:36][CH:35]=[CH:34][N:33]=2)[CH:7]=[CH:6][C:5]=1[C:8]1[N:20]([CH3:21])[C:11]2=[N:12][CH:13]=[C:14]([C:16]([F:19])([F:18])[F:17])[CH:15]=[C:10]2[N:9]=1)(=[O:24])=[O:23])[CH3:26] |^1:56,58,77,96|. Procedure: A mixture of 2-(4-bromo-2-ethylsulfonylphenyl)-3-methyl-6-trifluoromethyl-3H-imidazo[4,5-b]pyridine (0.20 g), 2-tributylstannylpyrimidine (0.17 g), tetrakis(triphenylphosphine)palladium (27 mg) and toluene (5 ml) was heated at reflux under nitrogen atmosphere for 5.5 hours. After the mixture was cooled to room temperature, to the mixture, 2-tributylstannylpyrimidine (0.17 g) and tetrakis(triphenylphosphine)palladium (27 mg) were added, and stirred under reflux for further 8 hours. After the mixt... Starting materials: NC1=NC=C(C=C1)S(=O)C (2-amino-5-(methylsulfinyl)pyridine), COC(NC(CCl)=O)=O (methyl(chloroacetyl)carbamate). Solvent: CN(C)P(=O)(N(C)C)N(C)C (HMPT). The product is CS(=O)C=1C=CC=2N(C1)C=C(N2)NC(=O)OC (6-(Methylsulfinyl)imidazo[1,2-a]pyridine-2-carbamic acid, methyl ester). RXN SMILES: [NH2:1][C:2]1[CH:7]=[CH:6][C:5]([S:8]([CH3:10])=[O:9])=[CH:4][N:3]=1.[CH3:11][O:12][C:13](=[O:19])[NH:14][C:15](=O)[CH2:16]Cl>CN(P(N(C)C)(N(C)C)=O)C>[CH3:10][S:8]([C:5]1[CH:6]=[CH:7][C:2]2[N:3]([CH:16]=[C:15]([NH:14][C:13]([O:12][CH3:11])=[O:19])[N:1]=2)[CH:4]=1)=[O:9]. Procedure details: A suspension of 2-amino-5-(methylsulfinyl)pyridine (7.9 mmol) and methyl(chloroacetyl)carbamate (11.6 mmol) in 12 ml of HMPT is treated in a manner similar to that described in Example 1D to yield the product.